This data is from the Open Reaction Database (ORD), a public repository of structured organic reaction records. The task is: describe an organic reaction: reactants, conditions, products, and yield The reactants are CC1(C)OC(c2ccc(Cl)cc2)=C(Br)C1=O, O=C([O-])[O-], CC1(C)OB(c2ccc(OCc3ccc4ccccc4n3)cc2)OC1(C)C, Cc1ccccc1, [Cs+], [Cs+], O. The product is CC1(C)OC(c2ccc(Cl)cc2)=C(c2ccc(OCc3ccc4ccccc4n3)cc2)C1=O. As a reaction SMILES: [Br:1][C:2]1=[C:6]([c:7]2[cH:8][cH:9][c:10]([Cl:13])[cH:11][cH:12]2)[O:5][C:4]([CH3:14])([CH3:15])[C:3]1=[O:16].[C:44](=[O:45])([O-:46])[O-:47].[CH3:17][C:18]1([CH3:19])[C:20]([CH3:21])([CH3:22])[O:23][B:24]([c:25]2[cH:26][cH:27][c:28]([O:29][CH2:30][c:31]3[n:32][c:33]4[cH:34][cH:35][cH:36][cH:37][c:38]4[cH:39][cH:40]3)[cH:41][cH:42]2)[O:43]1.[CH3:50][c:51]1[cH:52][cH:53][cH:54][cH:55][cH:56]1.[Cs+:48].[Cs+:49].[OH2:57]>>[C:2]1([c:25]2[cH:26][cH:27][c:28]([O:29][CH2:30][c:31]3[n:32][c:33]4[cH:34][cH:35][cH:36][cH:37][c:38]4[cH:39][cH:40]3)[cH:41][cH:42]2)=[C:6]([c:7]2[cH:8][cH:9][c:10]([Cl:13])[cH:11][cH:12]2)[O:5][C:4]([CH3:14])([CH3:15])[C:3]1=[O:16]. The reagents and catalysts are c1ccc(cc1)-c2c3ccccc3cc4ccccc24 (9-Phenylanthracene), P(C1CCCC1)(C(C)(C)C)C(C)(C)C.P(C1CCCC1)(C(C)(C)C)C(C)(C)C.[Pd](Cl)Cl.[Fe] (Pd(dtbpf)Cl2). Solvent: CCC(C)(C)O (t-AmOH). Reaction SMILES: [CH3:1][O:2][c:3]1[c:8]([C:9]#[N:10])[cH:7][n:6][c:5](Cl)[cH:4]1.CCCC[Sn]([C:11]([O:13][CH2:14][CH3:15])=[CH2:12])(CCCC)CCCC>>[CH3:15][CH2:14][O:13][C:11]([c:5]1[n:6][cH:7][c:8]([C:9]#[N:10])[c:3]([O:2][CH3:1])[cH:4]1)=[CH2:12]. Product: CCOC(=C)c1cc(OC)c(cn1)C#N. Starting materials: [Sn](C(OCC)=C)(CCCC)(CCCC)CCCC, c1(cc(ncc1C#N)Cl)OC. Run at temperature 100 celsius, time 18 hour. Reactants: ClC1=CC=C(C=C1)C1=NNC(OC1)=O (5-(4-Chloro-phenyl)-3,6-dihydro-[1,3,4]oxadiazin-2-one), BrCC1=CC=C(C=C1)[N+](=O)[O-] (1-bromomethyl-4-nitro-benzene), C([O-])([O-])=O.[K+].[K+] (potassium carbonate). The solvent is C(C)#N (acetonitrile), C(Cl)Cl (DCM), O (water). Reaction conditions: time 8 hour. The product is ClC1=CC=C(C=C1)C1=NN(C(OC1)=O)CC1=CC=C(C=C1)[N+](=O)[O-] (5-(4-Chloro-phenyl)-3-(4-nitro-benzyl)-3,6-dihydro-[1,3,4]oxadiazin-2-one). Reaction SMILES: [Cl:1][C:2]1[CH:7]=[CH:6][C:5]([C:8]2[CH2:13][O:12][C:11](=[O:14])[NH:10][N:9]=2)=[CH:4][CH:3]=1.Br[CH2:16][C:17]1[CH:22]=[CH:21][C:20]([N+:23]([O-:25])=[O:24])=[CH:19][CH:18]=1.C(=O)([O-])[O-].[K+].[K+]>C(#N)C.C(Cl)Cl.O>[Cl:1][C:2]1[CH:3]=[CH:4][C:5]([C:8]2[CH2:13][O:12][C:11](=[O:14])[N:10]([CH2:16][C:17]3[CH:22]=[CH:21][C:20]([N+:23]([O-:25])=[O:24])=[CH:19][CH:18]=3)[N:9]=2)=[CH:6][CH:7]=1 |f:2.3.4|. Reported procedure: To a solution of the compound obtained in Step C (47.48 mmoles) in acetonitrile (260 ml) there are added 1-bromomethyl-4-nitro-benzene (52.23 mmoles) and potassium carbonate (189.92 mmoles). The reaction mixture is stirred at reflux for 4 hours under nitrogen. The reaction mixture is brought to ambient temperature and then diluted with 500 ml of DCM and 100 ml of water. Extraction with DCM (2×200 ml) is carried out and then the organic phases are combined. The organic phase obtained is washed wi... Solvent: O (water), O (water). Run at time 13 hour. Yields the product ClC1=CC=C(C(=O)OC2=CC=C(O[C@@H](C(=O)OC)C)C=C2)C=C1 (Methyl (R)-2-(4-(4-chlorobenzoyloxy)phenoxy)propionate). The reactants are C(Cl)Cl (methylene chloride), ClC1=CC=C(C(=O)C2=CC=C(O[C@@H](C(=O)OC)C)C=C2)C=C1 (methyl (R)-2-(4-(4-chlorobenzoyl)phenoxy)propionate), OO (hydrogen peroxide), C(=O)O (formic acid). Reported procedure: A mixture of 15.9 g (50 mmol) of methyl (R)-2-(4-(4-chlorobenzoyl)phenoxy)propionate, 25 g (220 mmol) of a 30% strength solution of hydrogen peroxide in water and 200 ml of formic acid was stirred at 35°-40° C. for 13 hours. The mixture was then stirred into a mixture of 0.5 l of methylene chloride and 2 l of water. The organic phase was separated off, dried over sodium sulfate and concentrated under reduced pressure. Yield: 69% (94-95% enantiomeric excess). Reaction SMILES: ClC1C=CC(C([C:8]2[CH:20]=[CH:19][C:11]([O:12][C@H:13]([CH3:18])[C:14]([O:16][CH3:17])=[O:15])=[CH:10][CH:9]=2)=O)=CC=1.OO.[CH2:25]([Cl:27])Cl.[CH:28]([OH:30])=[O:29]>O>[Cl:27][C:25]1[CH:19]=[CH:20][C:8]([C:28]([O:30][C:8]2[CH:9]=[CH:10][C:11]([O:12][C@H:13]([CH3:18])[C:14]([O:16][CH3:17])=[O:15])=[CH:19][CH:20]=2)=[O:29])=[CH:9][CH:10]=1. Yield: 69.0%.